From a dataset of the Open Reaction Database (ORD), a public repository of structured organic reaction records. describe an organic reaction: reactants, conditions, products, and yield Reactants: CCC#N, C[P+](C)(C)CC#N, CCOC(C)=O, CCN(C(C)C)C(C)C, Cl, [I-], O=[N+]([O-])c1ccc(CO)cc1, O. Yields the product N#CCCc1ccc([N+](=O)[O-])cc1. As a reaction SMILES: [C:1]([CH2:2][CH3:3])#[N:4].[C:26]([CH2:27][P+:28]([CH3:29])([CH3:30])[CH3:31])#[N:32].[CH3:34][CH2:35][O:36][C:37](=[O:38])[CH3:39].[CH:5]([N:6]([CH:7]([CH3:8])[CH3:9])[CH2:10][CH3:11])([CH3:12])[CH3:13].[ClH:33].[I-:25].[N+:14](=[O:15])([O-:16])[c:17]1[cH:18][cH:19][c:20]([CH2:21][OH:22])[cH:23][cH:24]1.[OH2:40]>>[C:1]([CH2:2][CH2:21][c:20]1[cH:19][cH:18][c:17]([N+:14](=[O:15])[O-:16])[cH:24][cH:23]1)#[N:4]. Reactants: ice water, CS(=O)C (DMSO), C1OC=2C=C(C=CC2O1)CC(=O)NS(=O)(=O)C1=CC=C(C=C1)C(C)C (N-(3,4-methylenedioxyphenylacetyl)-4-(i-propyl)benzenesulfonamide), solution, C[Si](C)(C)[N-][Si](C)(C)C.[Li+] (lithium bis(trimethylsilyl)amide), BrCC1=CC=C(C=C1)C(F)(F)F (α'-bromo-α,α,α-trifluoro-p-xylene). Run in C1CCOC1 (THF), C1CCOC1 (THF). Reaction conditions: temperature -78 celsius, time 10 minute. Yields the product C1OC=2C=C(C=CC2O1)C(C(=O)NS(=O)(=O)C1=CC=C(C=C1)C(C)C)CC1=CC=C(C=C1)C(F)(F)F (N-[2-(3,4-methylenedioxyphenyl)-3-(4-trifluoromethylphenyl)propanoyl]-4-(i-propyl)benzenesulfonamide). Yield: 28.5%. Reaction SMILES: [CH2:1]1[O:9][C:8]2[CH:7]=[CH:6][C:5]([CH2:10][C:11]([NH:13][S:14]([C:17]3[CH:22]=[CH:21][C:20]([CH:23]([CH3:25])[CH3:24])=[CH:19][CH:18]=3)(=[O:16])=[O:15])=[O:12])=[CH:4][C:3]=2[O:2]1.C[Si]([N-][Si](C)(C)C)(C)C.[Li+].CS(C)=O.Br[CH2:41][C:42]1[CH:47]=[CH:46][C:45]([C:48]([F:51])([F:50])[F:49])=[CH:44][CH:43]=1>C1COCC1>[CH2:1]1[O:9][C:8]2[CH:7]=[CH:6][C:5]([CH:10]([CH2:41][C:42]3[CH:43]=[CH:44][C:45]([C:48]([F:49])([F:50])[F:51])=[CH:46][CH:47]=3)[C:11]([NH:13][S:14]([C:17]3[CH:22]=[CH:21][C:20]([CH:23]([CH3:25])[CH3:24])=[CH:19][CH:18]=3)(=[O:16])=[O:15])=[O:12])=[CH:4][C:3]=2[O:2]1 |f:1.2|. Procedure: To a suspension of 0.992 g (0.27 mmol) of the product of Example 1 in 0.5 mL of anhydrous THF was added 825 μL (0.82 mmol) of a 1.0M solution of lithium bis(trimethylsilyl)amide in THF at -78° C. under a nitrogen atmosphere. After stirring at -78° C. for 10 minutes, the starting material had not fully dissolved. The reaction mixture was then warmed to 0° C. (ice-water bath) and 300 μL of DMSO was added which resulted in a clear yellow solution, then 0.131 g (0.55 mmol) of α'-bromo-α,α,α-trifluor... Reactants: C(C)(C)(C)CC(=O)Cl (tert-butyl acetyl chloride), C[N+](C)(C)CC(CC(=O)[O-])O (Carnitine chloride), CCOCC (Et2O). Run in FC(C(=O)O)(F)F (trifluoroacetic acid). Product: C(C)(C)(C)C(C(O)(CC([O-])=O)C(C)=O)[N+](C)(C)C.[Cl-] (tert-butyl acetyl carnitine chloride). The yield is 80.0%. RXN SMILES: [CH3:1][N+:2]([CH2:5][CH:6]([OH:11])[CH2:7][C:8]([O-:10])=[O:9])([CH3:4])[CH3:3].[C:12](CC([Cl:19])=O)([CH3:15])([CH3:14])[CH3:13].[CH3:20][CH2:21][O:22]CC>FC(F)(F)C(O)=O>[C:12]([CH:5]([N+:2]([CH3:3])([CH3:4])[CH3:1])[C:6]([C:21](=[O:22])[CH3:20])([CH2:7][C:8](=[O:10])[O-:9])[OH:11])([CH3:15])([CH3:14])[CH3:13].[Cl-:19] |f:4.5|. Procedure details: Carnitine chloride (1.97 g; 0.01 moles) was dissolved in trifluoroacetic acid (10 cc). To the solution tert-butyl acetyl chloride (1.4 cc; 0.01 moles) was slowly added under stirring. The resulting mixture was kept under stirring at room temperature for 48 hours. To the mixture Et2O was added and the thus obtained precipitate was filtered off. The raw product was crystallized from isopropanol-ethyl ether, thus obtaining a pure product. MP 164°-165° C. Yield 80% The reactants are BrC1=C(C=C(C=C1)F)F (1-bromo-2,4-difluorobenzene), C1=CC=C(C=C1)P(C2=CC=CC=C2)C3=C(C4=CC=CC=C4C=C3)C5=C(C=CC6=CC=CC=C65)P(C7=CC=CC=C7)C8=CC=CC=C8 ((+)-BINAP), CNCCNC (N,N′-dimethylethylenediamine), O([Na])C(C)(C)C (NaO-t-Bu). The reagents and catalysts are C=1C=CC(=CC1)/C=C/C(=O)/C=C/C2=CC=CC=C2.C=1C=CC(=CC1)/C=C/C(=O)/C=C/C2=CC=CC=C2.[Pd] (Pd(dba)2). Run in C1(=CC=CC=C1)C (toluene). The product is FC1=C(C=CC(=C1)F)N(CCNC)C (N-(2,4-difluorophenyl)-N,N′-dimethylethylenediamine). As a reaction SMILES: Br[C:2]1[CH:7]=[CH:6][C:5]([F:8])=[CH:4][C:3]=1[F:9].[CH3:10][NH:11][CH2:12][CH2:13][NH:14][CH3:15].O(C(C)(C)C)[Na].C1C=CC(P(C2C=CC3C(=CC=CC=3)C=2C2C3C(=CC=CC=3)C=CC=2P(C2C=CC=CC=2)C2C=CC=CC=2)C2C=CC=CC=2)=CC=1>C1(C)C=CC=CC=1.C1C=CC(/C=C/C(/C=C/C2C=CC=CC=2)=O)=CC=1.C1C=CC(/C=C/C(/C=C/C2C=CC=CC=2)=O)=CC=1.[Pd]>[F:9][C:3]1[CH:4]=[C:5]([F:8])[CH:6]=[CH:7][C:2]=1[N:11]([CH3:10])[CH2:12][CH2:13][NH:14][CH3:15] |f:5.6.7|. Procedure: Combine 1-bromo-2,4-difluorobenzene (1.00 g, 5.18 mmol), N,N′-dimethylethylenediamine (2.74 g, 31.1 mmol), NaO-t-Bu (0.70 g, 7.2 mmol), Pd(dba)2 (0.060 g, 0.10 mmol) and (+)-BINAP (0.19 g, 0.31 mmol) in toluene (10 ml). Heat at 110° for 18 h, allow to cool, and extract with 1N HCl. Basify the aqueous solution with NaOH and extract with CH2Cl2. Dry, concentrate, and purify by PLC to give N-(2,4-difluorophenyl)-N,N′-dimethylethylenediamine. Starting materials: FC1=CC(=C(C=C1N1C=CC(C=C1)=O)N)N (4-fluoro-5-(4-oxo-4H-pyridin-1-yl)-1,2-phenylenediamine), C(C(=O)O)(=O)O (oxalic acid), Cl (hydrochloric acid). Yields the product FC=1C=C2NC(C(NC2=CC1N1C=CC(C=C1)=O)=O)=O (6-fluoro-7-(4-oxo-4H-pyridin-1-yl)-1,4-dihydroquinoxaline-2,3-dione). Yield: 73.7%. Reaction SMILES: [F:1][C:2]1[C:7]([N:8]2[CH:13]=[CH:12][C:11](=[O:14])[CH:10]=[CH:9]2)=[CH:6][C:5]([NH2:15])=[C:4]([NH2:16])[CH:3]=1.[C:17](O)(=[O:21])[C:18](O)=[O:19].Cl>>[F:1][C:2]1[CH:3]=[C:4]2[C:5](=[CH:6][C:7]=1[N:8]1[CH:13]=[CH:12][C:11](=[O:14])[CH:10]=[CH:9]1)[NH:15][C:18](=[O:19])[C:17](=[O:21])[NH:16]2. Procedure: First, 4.266 g of 4-fluoro-5-(4-oxo-4H-pyridin-1-yl)-1,2-phenylenediamine, and 1.927 g of oxalic acid were added to 48 ml of 4N hydrochloric acid. The mixture was refluxed by heating for 2.5 hours. After the reaction, precipitated crystals were filtered, washed with water, and dried to give 3.920 g of 6-fluoro-7-(4-oxo-4H-pyridin-1-yl)-1,4-dihydroquinoxaline-2,3-dione. The reactants are FC(C=1C=C(C=CC1)C1CCC(C2=CC(=CC=C12)OC)=O)(F)F (4-(3-Trifluoromethylphenyl)-7-methoxy-1-tetralone), CN(C)CCCl (dimethylaminoethylchloride), FC(C=1C=C(C=CC1)C1CC(C(C2=CC(=CC=C12)OC)=O)(C)C)(F)F (4-(3-trifluoromethylphenyl)-7-methoxy-2,2-dimethyl-1-tetralone), CI.CC(C)([O-])C.[K+] (methyl iodide potassium t-butoxide). Solvent: C(C)(C)(C)O (t-butanol). Product: FC(C=1C=C(C=CC1)C1CC(C(C2=CC(=CC=C12)OCCN(C)C)=O)(C)C)(F)F (4-(3-trifluoromethylphenyl)-2,2-dimethyl-7-(2-dimethylaminoethoxy)-1-tetralone). RXN SMILES: FC(F)(F)C1C=C(C2C3C(=CC(OC)=CC=3)C(=O)CC2)C=CC=1.[F:24][C:25]([F:48])([F:47])[C:26]1[CH:27]=[C:28]([CH:32]2[C:41]3[C:36](=[CH:37][C:38]([O:42][CH3:43])=[CH:39][CH:40]=3)[C:35](=[O:44])[C:34]([CH3:46])([CH3:45])[CH2:33]2)[CH:29]=[CH:30][CH:31]=1.CI.CC(C)([O-])C.[K+].[CH3:57][N:58]([CH2:60]CCl)[CH3:59]>C(O)(C)(C)C>[F:24][C:25]([F:47])([F:48])[C:26]1[CH:27]=[C:28]([CH:32]2[C:41]3[C:36](=[CH:37][C:38]([O:42][CH2:43][CH2:57][N:58]([CH3:60])[CH3:59])=[CH:39][CH:40]=3)[C:35](=[O:44])[C:34]([CH3:45])([CH3:46])[CH2:33]2)[CH:29]=[CH:30][CH:31]=1 |f:2.3.4|. Reported procedure: 4-(3-Trifluoromethylphenyl)-7-methoxy-1-tetralone was converted to 4-(3-trifluoromethylphenyl)-7-methoxy-2,2-dimethyl-1-tetralone using methyl iodide-potassium t-butoxide in t-butanol (88%). Dimethylation and alkylation with dimethylaminoethylchloride, as described above, gave 4-(3-trifluoromethylphenyl)-2,2-dimethyl-7-(2-dimethylaminoethoxy)-1-tetralone, obtained, after purification by chromatography on alumina with ether-light petrol (b.p. 60°-80°), as a brown oil (40%). A portion was converte... Starting materials: CCOC(C)=O, O=C(O)C1CC=C(c2ccc(Cl)cc2)CC1. RXN SMILES: [CH3:17][CH2:18][O:19][C:20]([CH3:21])=[O:22].[Cl:1][c:2]1[cH:3][cH:4][c:5]([C:8]2=[CH:9][CH2:10][CH:11]([C:14](=[O:15])[OH:16])[CH2:12][CH2:13]2)[cH:6][cH:7]1>>[Cl:1][c:2]1[cH:3][cH:4][c:5]([CH:8]2[CH2:9][CH2:10][CH:11]([C:14](=[O:15])[OH:16])[CH2:12][CH2:13]2)[cH:6][cH:7]1. The product is O=C(O)C1CCC(c2ccc(Cl)cc2)CC1. The reactants are O=C([O-])[O-], CCOC(=O)C(=O)CC1(c2cccc(F)c2OC)CC1, [Cs+], [Cs+], C[Si](C)(C)C(F)(F)F, CN(C)C=O, O. The product is CCOC(=O)C(O)(CC1(c2cccc(F)c2OC)CC1)C(F)(F)F. RXN SMILES: [C:29](=[O:30])([O-:31])[O-:32].[CH2:1]([CH3:2])[O:3][C:4]([C:5]([CH2:6][C:7]1([c:10]2[c:11]([O:17][CH3:18])[c:12]([F:16])[cH:13][cH:14][cH:15]2)[CH2:8][CH2:9]1)=[O:19])=[O:20].[Cs+:33].[Cs+:34].[F:21][C:22]([F:23])([F:24])[Si:25]([CH3:26])([CH3:27])[CH3:28].[O:36]=[CH:37][N:38]([CH3:39])[CH3:40].[OH2:35]>>[CH2:1]([CH3:2])[O:3][C:4]([C:5]([CH2:6][C:7]1([c:10]2[c:11]([O:17][CH3:18])[c:12]([F:16])[cH:13][cH:14][cH:15]2)[CH2:8][CH2:9]1)([OH:19])[C:22]([F:21])([F:23])[F:24])=[O:20].